This data is from the Open Reaction Database (ORD), a public repository of structured organic reaction records. The task is: describe an organic reaction: reactants, conditions, products, and yield Starting materials: O1C(OCC1)C=1C=C2C(=CC(OC2=C(C1)OCC)(C)C)C(C)(C)O (2-(6-[1,3]dioxolan-2-yl-8-ethoxy-2,2-dimethyl-2H-chromen-4-yl)-propan-2-ol), ice AcOEt, O (water), C1(=CC=C(C=C1)S(=O)(=O)[O-])C.[NH+]1=CC=CC=C1 (pyridinium p-toluenesulfonate). Run in CO (methanol). Run at time 15 minute. The product is C(C)OC=1C=C(C=C2C(=CC(OC12)(C)C)C(C)(C)O)C=O (8-Ethoxy-4-(1-hydroxy-1-methyl-ethyl)-2,2-dimethyl-2H-chromene-6-carbaldehyde). RXN SMILES: [O:1]1CCO[CH:2]1[C:6]1[CH:7]=[C:8]2[C:13](=[C:14]([O:16][CH2:17][CH3:18])[CH:15]=1)[O:12][C:11]([CH3:20])([CH3:19])[CH:10]=[C:9]2[C:21]([OH:24])([CH3:23])[CH3:22].O.C1(C)C=CC(S([O-])(=O)=O)=CC=1.[NH+]1C=CC=CC=1>CO>[CH2:17]([O:16][C:14]1[CH:15]=[C:6]([CH:2]=[O:1])[CH:7]=[C:8]2[C:13]=1[O:12][C:11]([CH3:20])([CH3:19])[CH:10]=[C:9]2[C:21]([OH:24])([CH3:23])[CH3:22])[CH3:18] |f:2.3|. Procedure details: The above prepared 2-(6-[1,3]dioxolan-2-yl-8-ethoxy-2,2-dimethyl-2H-chromen-4-yl)-propan-2-ol was dissolved in 6 ml of methanol and 3 ml of water and treated with 54 mg of pyridinium p-toluenesulfonate. After 15 min. at room temperature, the reaction mixture was poured onto crushed ice/AcOEt, the organic layer washed with water, dried over magnesium sulfate and evaporated to dryness. Flash chromatography (SiO2 with n-hexane/AcOEt=7/3) yielded 194 mg of the title compound as colourless oil. Reactants: BrB(Br)Br, ClCCl, Cl, CCCN(C(CC)CC)C1COc2c(F)ccc(OC)c2C1. The product is CCCN(C(CC)CC)C1COc2c(F)ccc(O)c2C1. RXN SMILES: [B:1]([Br:2])([Br:3])[Br:4].[Cl:28][CH2:29][Cl:30].[ClH:5].[F:6][c:7]1[cH:8][cH:9][c:10]([O:26][CH3:27])[c:11]2[c:16]1[O:15][CH2:14][CH:13]([N:17]([CH2:18][CH2:19][CH3:20])[CH:21]([CH2:22][CH3:23])[CH2:24][CH3:25])[CH2:12]2>>[F:6][c:7]1[cH:8][cH:9][c:10]([OH:26])[c:11]2[c:16]1[O:15][CH2:14][CH:13]([N:17]([CH2:18][CH2:19][CH3:20])[CH:21]([CH2:22][CH3:23])[CH2:24][CH3:25])[CH2:12]2. Reactants: Cc1cc(C(=O)Nc2cc(Oc3ccc(N)nc3)ccc2F)n(C)n1, Cc1ccc(S(=O)(=O)Cl)cc1, c1ccncc1. The product is Cc1ccc(S(=O)(=O)Nc2ccc(Oc3ccc(F)c(NC(=O)c4cc(C)nn4C)c3)cn2)cc1. RXN SMILES: [NH2:1][c:2]1[cH:3][cH:4][c:5]([O:8][c:9]2[cH:10][cH:11][c:12]([F:25])[c:13]([NH:15][C:16](=[O:17])[c:18]3[cH:19][c:20]([CH3:24])[n:21][n:22]3[CH3:23])[cH:14]2)[cH:6][n:7]1.[c:26]1([CH3:36])[cH:27][cH:28][c:29]([S:32](=[O:33])(=[O:34])[Cl:35])[cH:30][cH:31]1.[cH:37]1[cH:38][cH:39][n:40][cH:41][cH:42]1>>[NH:1]([c:2]1[cH:3][cH:4][c:5]([O:8][c:9]2[cH:10][cH:11][c:12]([F:25])[c:13]([NH:15][C:16](=[O:17])[c:18]3[cH:19][c:20]([CH3:24])[n:21][n:22]3[CH3:23])[cH:14]2)[cH:6][n:7]1)[S:32]([c:29]1[cH:28][cH:27][c:26]([CH3:36])[cH:31][cH:30]1)(=[O:33])=[O:34].